Dataset: the Open Reaction Database (ORD), a public repository of structured organic reaction records. Task: describe an organic reaction: reactants, conditions, products, and yield The reactants are CC1CNCC(C)N1c1nc2c(C(=O)[O-])cccc2o1, ClC(Cl)Cl, CC(C)COC(=O)Cl, Cl, [Li+], [Na+], O=C([O-])O, O. Yields the product CC(C)COC(=O)N1CC(C)N(c2nc3c(C(=O)O)cccc3o2)C(C)C1. RXN SMILES: [CH3:1][CH:2]1[N:3]([c:9]2[o:10][c:11]3[c:12]([n:13]2)[c:14]([C:18](=[O:19])[O-:20])[cH:15][cH:16][cH:17]3)[CH:4]([CH3:8])[CH2:5][NH:6][CH2:7]1.[CH:36]([Cl:37])([Cl:38])[Cl:39].[Cl:27][C:28](=[O:29])[O:30][CH2:31][CH:32]([CH3:33])[CH3:34].[ClH:35].[Li+:21].[Na+:26].[O-:22][C:23]([OH:24])=[O:25].[OH2:40]>>[CH3:1][CH:2]1[N:3]([c:9]2[o:10][c:11]3[c:12]([n:13]2)[c:14]([C:18](=[O:19])[OH:20])[cH:15][cH:16][cH:17]3)[CH:4]([CH3:8])[CH2:5][N:6]([C:28](=[O:29])[O:30][CH2:31][CH:32]([CH3:33])[CH3:34])[CH2:7]1. The reactants are FC(C(C(F)(F)F)(O)C1=CC=C(C=C1)N1CCN(CC1)S(=O)(=O)C1=CC(=CC=C1)OC)(F)F (1,1,1,3,3,3-hexafluoro-2-(4-(4-((3-methoxyphenyl)sulfonyl)-1-piperazinyl)phenyl)-2-propanol), B(Br)(Br)Br (BBr3). The solvent is C(Cl)Cl (CH2Cl2). Reaction conditions: time 1 hour. Yields the product FC(C(C(F)(F)F)(O)C1=CC=C(C=C1)N1CCN(CC1)S(=O)(=O)C=1C=C(C=CC1)O)(F)F (3-((4-(4-(2,2,2-trifluoro-1-hydroxy-1-(trifluoromethyl)ethyl)phenyl)-1-piperazinyl)sulfonyl)phenol). As a reaction SMILES: [F:1][C:2]([F:33])([F:32])[C:3]([C:9]1[CH:14]=[CH:13][C:12]([N:15]2[CH2:20][CH2:19][N:18]([S:21]([C:24]3[CH:29]=[CH:28][CH:27]=[C:26]([O:30]C)[CH:25]=3)(=[O:23])=[O:22])[CH2:17][CH2:16]2)=[CH:11][CH:10]=1)([OH:8])[C:4]([F:7])([F:6])[F:5].B(Br)(Br)Br>C(Cl)Cl>[F:33][C:2]([F:1])([F:32])[C:3]([C:9]1[CH:14]=[CH:13][C:12]([N:15]2[CH2:20][CH2:19][N:18]([S:21]([C:24]3[CH:25]=[C:26]([OH:30])[CH:27]=[CH:28][CH:29]=3)(=[O:23])=[O:22])[CH2:17][CH2:16]2)=[CH:11][CH:10]=1)([OH:8])[C:4]([F:7])([F:6])[F:5]. Reported procedure: A 25 ml, round-bottomed flask was charged with 1,1,1,3,3,3-hexafluoro-2-(4-(4-((3-methoxyphenyl)sulfonyl)-1-piperazinyl)phenyl)-2-propanol (80 mg, 0.16 mmol) and CH2Cl2 (5 mL). BBr3 (1M in CH2Cl2, 0.48 mL, 0.48 mmol) was added at room temperature. The reaction was stirred at room temperature for 1 h. The mixture was quenched with MeOH (20 mL), concentrated onto silica gel and purified via column chromatography (12 g silica gel, 0 to 10% MeOH in CH2Cl2) to give 3-((4-(4-(2,2,2-trifluoro-1-hydroxy... The product is COc1ccc(C=Cc2nc3ccccc3n2-c2ccccn2)cc1. As a reaction SMILES: [CH3:15][O:16][c:17]1[cH:18][c:19]([CH:23]=[CH:24][C:25]([Cl:26])=[O:27])[cH:20][cH:21][cH:22]1.[n:1]1[cH:2][cH:3][cH:4][cH:5][c:6]1[NH:7][c:8]1[cH:9][cH:10][cH:11][cH:12][c:13]1[NH2:14].[n:28]1[c:29](-[n:34]2[c:35]([CH:43]=[CH:44][c:45]3[cH:46][cH:47][cH:48][cH:49][cH:50]3)[n:36][c:37]3[c:38]2[cH:39][cH:40][cH:41][cH:42]3)[cH:30][cH:31][cH:32][cH:33]1>>[CH3:15][O:16][c:48]1[cH:47][cH:46][c:45]([CH:44]=[CH:43][c:35]2[n:34](-[c:29]3[n:28][cH:33][cH:32][cH:31][cH:30]3)[c:38]3[c:37]([n:36]2)[cH:42][cH:41][cH:40][cH:39]3)[cH:50][cH:49]1. The reactants are COc1cccc(C=CC(=O)Cl)c1, Nc1ccccc1Nc1ccccn1, C(=Cc1nc2ccccc2n1-c1ccccn1)c1ccccc1. Starting materials: NC1=CC2=C(N(C=N2)C2=C(C=CC=C2)OC)C=C1 (5-Amino-1-(2-methoxyphenyl)benzimidazole), B(Br)(Br)Br (boron tribromide). Solvent: ClCCl (dichloromethane), ClCCl (dichloromethane). Yields the product NC1=CC2=C(N(C=N2)C2=C(C=CC=C2)O)C=C1 (5-Amino-1-(2-hydroxyphenyl)benzimidazole). The yield is 77.5%. As a reaction SMILES: [NH2:1][C:2]1[CH:18]=[CH:17][C:5]2[N:6]([C:9]3[CH:14]=[CH:13][CH:12]=[CH:11][C:10]=3[O:15]C)[CH:7]=[N:8][C:4]=2[CH:3]=1.B(Br)(Br)Br>ClCCl>[NH2:1][C:2]1[CH:18]=[CH:17][C:5]2[N:6]([C:9]3[CH:14]=[CH:13][CH:12]=[CH:11][C:10]=3[OH:15])[CH:7]=[N:8][C:4]=2[CH:3]=1. Reported procedure: A solution of 5-amino-1-(2-methoxyphenyl)benzimidazole (3) (829 mg, 3.46 mmol), 1.0 M boron tribromide (10 mmol) in dichloromethane (10 mL), and dichloromethane (35 mL) is stirred under argon for 4 h, quenched with sat. NaHCO3 (55 mL), and extracted with ethyl acetate (150 mL, 100 mL, and 50 mL). The extract is washed (brine) and dried. After solvent removal at reduced pressure, the crude material is washed (dichloromethane) to give 604 mg (78%) of 4 as a brown solid, mp 202-203° C. IR 3346, 295... Reactants: OCCC=1C=C(C=CC1OC)CC(C(=O)OCC)OC(C)C (ethyl 3-[3-(2-hydroxyethyl)-4-methoxyphenyl]-2-isopropoxypropanoate), FC1=C(C=CC(=C1)F)N=C=O (2,4-difluorophenylisocyanate). The product is FC1=C(NC(=O)OCCC=2C=C(C=CC2OC)CC(C(=O)O)OC(C)C)C=CC(=C1)F (3-[3-(2-{[(2,4-Difluoroanilino)carbonyl]oxy}ethyl)-4-methoxyphenyl]-2-isopropoxypropanoic acid). Reaction SMILES: [OH:1][CH2:2][CH2:3][C:4]1[CH:5]=[C:6]([CH2:12][CH:13]([O:19][CH:20]([CH3:22])[CH3:21])[C:14]([O:16]CC)=[O:15])[CH:7]=[CH:8][C:9]=1[O:10][CH3:11].[F:23][C:24]1[CH:29]=[C:28]([F:30])[CH:27]=[CH:26][C:25]=1[N:31]=[C:32]=[O:33]>>[F:23][C:24]1[CH:29]=[C:28]([F:30])[CH:27]=[CH:26][C:25]=1[NH:31][C:32]([O:1][CH2:2][CH2:3][C:4]1[CH:5]=[C:6]([CH2:12][CH:13]([O:19][CH:20]([CH3:21])[CH3:22])[C:14]([OH:16])=[O:15])[CH:7]=[CH:8][C:9]=1[O:10][CH3:11])=[O:33]. Procedure: Using ethyl 3-[3-(2-hydroxyethyl)-4-methoxyphenyl]-2-isopropoxypropanoate and 2,4-difluorophenylisocyanate, the title compound was obtained in the same manner as described in Example 148. Reactants: CN1CCC=2NC=3C=CC(=CC3C2CC1)C (3,9-Dimethyl-1,2,3,4,5,6-hexahydroazepino[4,5-b]indole), CuSO4.5H2O, N1=CC=CC2=CC=C3C=CC=NC3=C12 (1,10-Phenanthroline), [O-]P(=O)([O-])[O-].[K+].[K+].[K+] (K3PO4), BrC#CC1=CC(=C(C=C1)OC)F (4-(bromoethynyl)-2-fluoro-1-methoxybenzene). Solvent: C1(=CC=CC=C1)C (toluene). Run at temperature 80 celsius. Yields the product FC=1C=C(C=CC1OC)C#CN1C2=C(C=3C=C(C=CC13)C)CCN(CC2)C (6-((3-fluoro-4-methoxyphenyl)ethynyl)-3,9-dimethyl-1,2,3,4,5,6-hexahydroazepino[4,5-b]indole). RXN SMILES: [CH3:1][N:2]1[CH2:15][CH2:14][C:13]2[C:12]3[CH:11]=[C:10]([CH3:16])[CH:9]=[CH:8][C:7]=3[NH:6][C:5]=2[CH2:4][CH2:3]1.N1C2C(=CC=C3C=2N=CC=C3)C=CC=1.[O-]P([O-])([O-])=O.[K+].[K+].[K+].Br[C:40]#[C:41][C:42]1[CH:47]=[CH:46][C:45]([O:48][CH3:49])=[C:44]([F:50])[CH:43]=1>C1(C)C=CC=CC=1>[F:50][C:44]1[CH:43]=[C:42]([C:41]#[C:40][N:6]2[C:7]3[CH:8]=[CH:9][C:10]([CH3:16])=[CH:11][C:12]=3[C:13]3[CH2:14][CH2:15][N:2]([CH3:1])[CH2:3][CH2:4][C:5]2=3)[CH:47]=[CH:46][C:45]=1[O:48][CH3:49] |f:2.3.4.5|. Procedure: 3,9-Dimethyl-1,2,3,4,5,6-hexahydroazepino[4,5-b]indole (100 mg, 0.46 mmol), CuSO4.5H2O (23 mg, 0.093 mmol), 1,10-Phenanthroline (33 mg, 0.18 mmol) and K3PO4 (197 mg, 0.93 mmol) and 4-(bromoethynyl)-2-fluoro-1-methoxybenzene (116 mg, 0.51 mmol) in toluene (5 mL) were added and flushed with nitrogen. The reaction mixture was heated at 80° C. for 16 h. The reaction was monitored by LCMS. The reaction mixture was filtered through Celite, washed with DCM. The organic layer was concentrated and purifi... Starting materials: OC1=CC=C(C=C1)CCO (2-(p-hydroxyphenyl) ethanol), C(C(=C)C)(=O)O (methacrylic acid). The product is C(C(=C)C)(=O)OCCC1=CC=C(C=C1)O (2-(p-hydroxyphenyl)ethyl methacrylate). As a reaction SMILES: [OH:1][C:2]1[CH:7]=[CH:6][C:5]([CH2:8][CH2:9][OH:10])=[CH:4][CH:3]=1.[C:11](O)(=[O:15])[C:12]([CH3:14])=[CH2:13]>>[C:11]([O:10][CH2:9][CH2:8][C:5]1[CH:6]=[CH:7][C:2]([OH:1])=[CH:3][CH:4]=1)(=[O:15])[C:12]([CH3:14])=[CH2:13]. Procedure: 2-(p-hydroxyphenyl)ethyl methacrylate was synthesized by carrying out a dehydration reaction between 2-(p-hydroxyphenyl) ethanol and methacrylic acid in the presence of an acidic catalyst. The 2-(p-hydroxyphenyl)ethyl methacrylate thus obtained was dissolved in 2 -methyoxyethanol and subjected to a radical polymerization by use of an azo-based initiator V-601 (manufactured by Wako Pure Chemical Industries, Ltd.). The reaction product was mixed with water and the resulting polymer was precipitate...